This data is from the Open Reaction Database (ORD), a public repository of structured organic reaction records. The task is: describe an organic reaction: reactants, conditions, products, and yield Starting materials: COB(OC)OC (trimethylborate), C(C)(C)(C)C1=CC=C(C=C1)Br (4-tert-butyl-bromobenzene), solution, C(CCC)[Li] (n-butyl lithium), hexanes. The solvent is C1CCOC1 (THF). Reaction conditions: time 1.5 hour. Yields the product C(C)(C)(C)C1=CC=C(C=C1)B(O)O (4-tert-butyl-phenyl-boronic acid). Yield: 29.0%. Reaction SMILES: [C:1]([C:5]1[CH:10]=[CH:9][C:8](Br)=[CH:7][CH:6]=1)([CH3:4])([CH3:3])[CH3:2].C([Li])CCC.C[O:18][B:19](OC)[O:20]C>C1COCC1>[C:1]([C:5]1[CH:10]=[CH:9][C:8]([B:19]([OH:20])[OH:18])=[CH:7][CH:6]=1)([CH3:4])([CH3:3])[CH3:2]. Procedure: To a stirred solution of 4-tert-butyl-bromobenzene (21.3 g, 0.0999 mol) in THF (30 mL) at −78° C. under nitrogen was added dropwise a 2.1 M solution of n-butyl lithium in hexanes (45 mL, 0.095 mol), and the mixture was stirred for 1.5 hours. To the mixture was added dropwise neat trimethylborate (10.2 mL, 0.090 mol), and the mixture was allowed to slowly warm to room temperature. The mixture was stirred overnight, then quenched by dropwise addition of 1.0 M aqueous hydrochloric acid. Brine was a... Reactants: C([O-])([O-])=O.[Na+].[Na+] (sodium carbonate), C(C)OC=1C=C2C=CC(=CC2=CC1)B(O)O (6-ethoxy-2-naphthaleneboronic acid), IC1=C(C(=O)N)C=C(C=C1)NC(C(CC)C1=CC=CC=C1)=O (2-Iodo-5-[(2-phenylbutanoyl)amino]benzamide), C(C)(=O)OCC (ethyl acetate). The reagents and catalysts are C=1C=CC(=CC1)[P](C=2C=CC=CC2)(C=3C=CC=CC3)[Pd]([P](C=4C=CC=CC4)(C=5C=CC=CC5)C=6C=CC=CC6)([P](C=7C=CC=CC7)(C=8C=CC=CC8)C=9C=CC=CC9)[P](C=1C=CC=CC1)(C=1C=CC=CC1)C=1C=CC=CC1 (tetrakis(triphenylphosphine)palladium). The solvent is O1CCOCC1 (dioxane). Run at temperature 80 celsius, time 8 hour. Yields the product C(C)OC=1C=C2C=CC(=CC2=CC1)C1=C(C(=O)N)C=C(C=C1)NC(C(CC)C1=CC=CC=C1)=O (2-(6-Ethoxy-2-naphthyl)-5-[(2-phenylbutanoyl)amino]benzamide). Reaction SMILES: C(=O)([O-])[O-].[Na+].[Na+].[CH2:7]([O:9][C:10]1[CH:11]=[C:12]2[C:17](=[CH:18][CH:19]=1)[CH:16]=[C:15](B(O)O)[CH:14]=[CH:13]2)[CH3:8].I[C:24]1[CH:32]=[CH:31][C:30]([NH:33][C:34](=[O:44])[CH:35]([C:38]2[CH:43]=[CH:42][CH:41]=[CH:40][CH:39]=2)[CH2:36][CH3:37])=[CH:29][C:25]=1[C:26]([NH2:28])=[O:27].C(OCC)(=O)C>O1CCOCC1.C1C=CC([P]([Pd]([P](C2C=CC=CC=2)(C2C=CC=CC=2)C2C=CC=CC=2)([P](C2C=CC=CC=2)(C2C=CC=CC=2)C2C=CC=CC=2)[P](C2C=CC=CC=2)(C2C=CC=CC=2)C2C=CC=CC=2)(C2C=CC=CC=2)C2C=CC=CC=2)=CC=1>[CH2:7]([O:9][C:10]1[CH:11]=[C:12]2[C:17](=[CH:18][CH:19]=1)[CH:16]=[C:15]([C:24]1[CH:32]=[CH:31][C:30]([NH:33][C:34](=[O:44])[CH:35]([C:38]3[CH:39]=[CH:40][CH:41]=[CH:42][CH:43]=3)[CH2:36][CH3:37])=[CH:29][C:25]=1[C:26]([NH2:28])=[O:27])[CH:14]=[CH:13]2)[CH3:8] |f:0.1.2,^1:60,62,81,100|. Procedure: 1.5 ml of saturated aqueous sodium carbonate solution, 40 mg (0.18 mmol) of 6-ethoxy-2-naphthaleneboronic acid and 14 mg (0.01 mmol) of tetrakis(triphenylphosphine)palladium are added to 50 mg (0.12 mmol) of the compound of Example 5A in 3 ml of dioxane. The mixture is stirred at 80° C. overnight and, after addition of 50 ml of ethyl acetate, extracted three times with 50 ml of water. The organic phase is dried over magnesium sulfate and freed of solvent under reduced pressure. The residue is pu... Starting materials: CCCCBr, COC(=O)C=Cc1ccc(O)cc1. The product is CCCCOc1ccc(C=CC(=O)OC)cc1. Reaction SMILES: [Br:14][CH2:15][CH2:16][CH2:17][CH3:18].[OH:1][c:2]1[cH:3][cH:4][c:5]([CH:6]=[CH:7][C:8](=[O:9])[O:10][CH3:11])[cH:12][cH:13]1>>[O:1]([c:2]1[cH:3][cH:4][c:5]([CH:6]=[CH:7][C:8](=[O:9])[O:10][CH3:11])[cH:12][cH:13]1)[CH2:15][CH2:16][CH2:17][CH3:18]. The reactants are BrC1=CC=C(C=C1)S(=O)(=O)NC1=CC(=NC=C1)Cl (4-Bromo-N-(2-chloro-4-pyridinyl)benzenesulfonamide), CC1=CC=C(O1)B(O)O (5-methylfuran-2-boronic acid), C([O-])([O-])=O.[Na+].[Na+] (sodium carbonate), dichlorobis(triphenylphosphine) palladium(0). Solvent: COCCOC (1,2-dimethoxyethane), O (water). Product: ClC1=NC=CC(=C1)NS(=O)(=O)C1=CC=C(C=C1)C=1OC(=CC1)C (N-(2-Chloro-4-pyridinyl)-4-(5-methyl-2-furanyl)benzenesulfonamide). RXN SMILES: Br[C:2]1[CH:7]=[CH:6][C:5]([S:8]([NH:11][C:12]2[CH:17]=[CH:16][N:15]=[C:14]([Cl:18])[CH:13]=2)(=[O:10])=[O:9])=[CH:4][CH:3]=1.[CH3:19][C:20]1[O:24][C:23](B(O)O)=[CH:22][CH:21]=1.C(=O)([O-])[O-].[Na+].[Na+]>COCCOC.O>[Cl:18][C:14]1[CH:13]=[C:12]([NH:11][S:8]([C:5]2[CH:6]=[CH:7][C:2]([C:23]3[O:24][C:20]([CH3:19])=[CH:21][CH:22]=3)=[CH:3][CH:4]=2)(=[O:10])=[O:9])[CH:17]=[CH:16][N:15]=1 |f:2.3.4|. Procedure: A mixture of 4-chloro-N-(2-chloro-4-pyridinyl)benzenesulfonamide (D3) (350 mg, 1 mmol), 5-methylfuran-2-boronic acid (150 mg, 1.2 mmol), sodium carbonate (230 mg, 2.2 mmol) and dichlorobis(triphenylphosphine) palladium(0) (20 mg, 15 mol %) in 1,2-dimethoxyethane (3 ml) and water (1 ml) was microwaved at 120° C. for 20 min. The reaction mixture was partitioned between ethyl acetate (5 ml) and water (5 ml) and the organic phase was dried and evaporated. Purification by column chromatography elutin... Reactants: C(C)(C)(C)OC(NC(C(N(C)OC)=O)C1=CC(=C(C=C1)Cl)Cl)=O (rac-[(3,4-dichloro-phenyl)-(methoxy-methyl-carbamoyl)-methyl]-carbamic acid tert-butyl ester), C(C)(C)(C)OC(NC(C(N(C)OC)=O)C1=CC(=C(C=C1)Cl)Cl)=O (rac-[(3,4-dichloro-phenyl)-(methoxy-methyl-carbamoyl)-methyl]-carbamic acid tert-butyl ester), IC1=CC=C(C=C1)OC(C(F)F)(F)F (1-iodo-4-(1,1,2,2-tetrafluoro-ethoxy)benzene). Product: C(C)(C)(C)OC(NC(C(C1=CC=C(C=C1)OC(C(F)F)(F)F)=O)C1=CC(=C(C=C1)Cl)Cl)=O (rac-[1-(3,4-Dichloro-phenyl)-2-oxo-2-[4-(1,1,2,2-tetrafluoro-ethoxy)-phenyl]-ethyl]-carbamic acid tert-butyl ester). As a reaction SMILES: [C:1]([O:5][C:6](=[O:23])[NH:7][CH:8]([C:15]1[CH:20]=[CH:19][C:18]([Cl:21])=[C:17]([Cl:22])[CH:16]=1)[C:9](=[O:14])N(OC)C)([CH3:4])([CH3:3])[CH3:2].I[C:25]1[CH:30]=[CH:29][C:28]([O:31][C:32]([F:37])([F:36])[CH:33]([F:35])[F:34])=[CH:27][CH:26]=1>>[C:1]([O:5][C:6](=[O:23])[NH:7][CH:8]([C:15]1[CH:20]=[CH:19][C:18]([Cl:21])=[C:17]([Cl:22])[CH:16]=1)[C:9](=[O:14])[C:25]1[CH:26]=[CH:27][C:28]([O:31][C:32]([F:36])([F:37])[CH:33]([F:35])[F:34])=[CH:29][CH:30]=1)([CH3:2])([CH3:3])[CH3:4]. Procedure: The title compound was prepared from rac-[(3,4-dichloro-phenyl)-(methoxy-methyl-carbamoyl)-methyl]-carbamic acid tert-butyl ester (Intermediate 9) and 1-iodo-4-(1,1,2,2-tetrafluoro-ethoxy)benzene in analogy to Example 1a): MS (ISN): 494.1 and 496.2 (M−H. The reactants are [N+](=O)([O-])C1=C(C=CC(=C1)C1=NC2=C(N1)C=CC(=C2)N2CCSCC2)N (2-nitro-4-(5-thiomorpholin-4-yl-1H-benzoimidazol-2-yl)-phenylamine). Reagents/catalysts: [Pd] (palladium on carbon). Solvent: C(C)(=O)OCC.CO (ethyl acetate methanol). Reaction conditions: time 1 day. Product: N1(CCSCC1)C1=CC2=C(NC(=N2)C=2C=C(C(=CC2)N)N)C=C1 (4-(5-thiomorpholin-4-yl-1H-benzoimidazol-2-yl)-benzene-1,2-diamine). Reaction SMILES: [N+:1]([C:4]1[CH:9]=[C:8]([C:10]2[NH:14][C:13]3[CH:15]=[CH:16][C:17]([N:19]4[CH2:24][CH2:23][S:22][CH2:21][CH2:20]4)=[CH:18][C:12]=3[N:11]=2)[CH:7]=[CH:6][C:5]=1[NH2:25])([O-])=O>[Pd].C(OCC)(=O)C.CO>[N:19]1([C:17]2[CH:16]=[CH:15][C:13]3[NH:14][C:10]([C:8]4[CH:9]=[C:4]([NH2:1])[C:5]([NH2:25])=[CH:6][CH:7]=4)=[N:11][C:12]=3[CH:18]=2)[CH2:20][CH2:21][S:22][CH2:23][CH2:24]1 |f:2.3|. Procedure: To a solution of 2-nitro-4-(5-thiomorpholin-4-yl-1H-benzoimidazol-2-yl)-phenylamine (1.0 g, 2.8 mmol) in 4:1 ethyl acetate/methanol (80 ml) under nitrogen, was added 5% palladium on carbon (240 mg) and the mixture was first evacuated and then stirred at room temperature under an atmosphere of hydrogen for 1 day. The reaction mixture was then filtered through Celite, washed with 1:1 ethyl acetate/methanol (10 mL), and the combined filtrate and washings were concentrated to give the crude 4-(5-thi... Reactants: B, CO, CC(=O)O, O=Cc1ccccc1, Nc1ccc(F)cc1F, [Mg+2], [Na], O=S(=O)([O-])[O-]. Yields the product Fc1ccc(NCc2ccccc2)c(F)c1. RXN SMILES: [BH3:24].[CH3:26][OH:27].[CH3:28][C:29](=[O:30])[OH:31].[CH:16](=[O:17])[c:18]1[cH:19][cH:20][cH:21][cH:22][cH:23]1.[F:7][c:8]1[c:9]([NH2:10])[cH:11][cH:12][c:13]([F:15])[cH:14]1.[Mg+2:1].[Na:25].[O-:2][S:3](=[O:4])(=[O:5])[O-:6]>>[F:7][c:8]1[c:9]([NH:10][CH2:16][c:18]2[cH:19][cH:20][cH:21][cH:22][cH:23]2)[cH:11][cH:12][c:13]([F:15])[cH:14]1.